Dataset: the Open Reaction Database (ORD), a public repository of structured organic reaction records. Task: describe an organic reaction: reactants, conditions, products, and yield Starting materials: FC(C=1C=C(CN)C=C(C1)C(F)(F)F)(F)F (3,5-bis(trifluoromethyl)benzylamine), [BH4-].[Na+] (sodium borohydride), C(C)(C)OC(=O)N1CCCC(C2=CC=3CCCC3C=C21)=O (9-oxo-2,3,6,7,8,9-hexahydro-1H-5-aza-cyclohepta[f]indene-5-carboxylic acid isopropyl ester). Reagents/catalysts: CC([O-])C.[Ti+4].CC([O-])C.CC([O-])C.CC([O-])C (titanium isopropoxide). Solvent: CO (methanol). Run at time 3 day. Yields the product C(C)(C)OC(=O)N1CCCC(C2=CC=3CCCC3C=C21)NCC2=CC(=CC(=C2)C(F)(F)F)C(F)(F)F ((+/−)-isopropyl-9-(3,5-bis-trifluoromethyl-benzylamino)-2,3,6,7,8,9-hexahydro-1H-5-aza-cyclohepta[f]indene-5-carboxylate). The yield is 61.1%. RXN SMILES: [F:1][C:2]([F:16])([F:15])[C:3]1[CH:4]=[C:5]([CH:8]=[C:9]([C:11]([F:14])([F:13])[F:12])[CH:10]=1)[CH2:6][NH2:7].[CH:17]([O:20][C:21]([N:23]1[C:36]2[C:28](=[CH:29][C:30]3[CH2:31][CH2:32][CH2:33][C:34]=3[CH:35]=2)[C:27](=O)[CH2:26][CH2:25][CH2:24]1)=[O:22])([CH3:19])[CH3:18].[BH4-].[Na+]>CC(C)[O-].[Ti+4].CC(C)[O-].CC(C)[O-].CC(C)[O-].CO>[CH:17]([O:20][C:21]([N:23]1[C:36]2[C:28](=[CH:29][C:30]3[CH2:31][CH2:32][CH2:33][C:34]=3[CH:35]=2)[CH:27]([NH:7][CH2:6][C:5]2[CH:4]=[C:3]([C:2]([F:15])([F:16])[F:1])[CH:10]=[C:9]([C:11]([F:14])([F:12])[F:13])[CH:8]=2)[CH2:26][CH2:25][CH2:24]1)=[O:22])([CH3:19])[CH3:18] |f:2.3,4.5.6.7.8|. Procedure details: Add 3,5-bis(trifluoromethyl)benzylamine (187 mg, 0.77 mmol) followed by titanium isopropoxide (835 mg, 2.94 mmol) to 9-oxo-2,3,6,7,8,9-hexahydro-1H-5-aza-cyclohepta[f]indene-5-carboxylic acid isopropyl ester (200 mg, 0.7 mmol) at room temperature under an atmosphere of nitrogen and stir the solution for 3 days. Add methanol (3 mL) and sodium borohydride (40 mg, 1.05 mmol) and stir the mixture under nitrogen at room temperature for 16 h. Add sodium bicarbonate saturated solution, filter through C... Reactants: NC(=O)N1C(=O)C=CC1=O, CCCCCCCCCCCCCCCCCCO. Product: CCCCCCCCCCCCCCCCCCOC(=O)C=CC(=O)NC(N)=O. Reaction SMILES: [C:20]([NH2:21])(=[O:22])[N:23]1[C:24](=[O:29])[CH:25]=[CH:26][C:27]1=[O:28].[CH2:1]([CH2:2][CH2:3][CH2:4][CH2:5][CH2:6][CH2:7][CH2:8][CH2:9][CH2:10][CH2:11][CH2:12][CH2:13][CH2:14][CH2:15][CH2:16][CH2:17][CH3:18])[OH:19]>>[CH2:1]([CH2:2][CH2:3][CH2:4][CH2:5][CH2:6][CH2:7][CH2:8][CH2:9][CH2:10][CH2:11][CH2:12][CH2:13][CH2:14][CH2:15][CH2:16][CH2:17][CH3:18])[O:19][C:27]([CH:26]=[CH:25][C:24]([NH:23][C:20]([NH2:21])=[O:22])=[O:29])=[O:28]. The reactants are O.O.O.[N+](=O)([O-])[O-].[Ca+2].[N+](=O)([O-])[O-] (Calcium nitrate trihydrate), calcium tri- and pyro-phosphate, [OH-].[Ca+2].[OH-] (Calcium hydroxide), O.O.O.O.[N+](=O)([O-])[O-].[Ca+2].[N+](=O)([O-])[O-] (Calcium nitrate tetrahydrate), Calcium mono- and di-phosphates. Solvent: O (water). Product: [N+](=O)([O-])[O-].[Ca+2].[N+](=O)([O-])[O-] (Calcium nitrate). RXN SMILES: O.O.O.[N+:4]([O-:7])([O-:6])=[O:5].[Ca+2:8].[N+:9]([O-:12])([O-:11])=[O:10].O.O.O.O.[N+]([O-])([O-])=O.[Ca+2].[N+]([O-])([O-])=O.[OH-].[Ca+2].[OH-]>O>[N+:4]([O-:7])([O-:6])=[O:5].[Ca+2:8].[N+:9]([O-:12])([O-:11])=[O:10] |f:0.1.2.3.4.5,6.7.8.9.10.11.12,13.14.15,17.18.19|. Procedure: Calcium nitrate trihydrate melts at 51.5° C. Calcium nitrate tetrahydrate decomposes at 132° C. Calcium mono- and di-phosphates decompose below 205° C., whereas calcium tri- and pyro-phosphate melt above 1200° C. Calcium hydroxide is converted to CaO and water between 580 and 600° C. Reactants: CCN(C(C)C)C(C)C (DIEA), C1=CC=CC=2C3=CC=CC=C3C(C12)OC(N([C@H](CO)[C@H](C)OC(C)(C)C)C)=O ((9H-fluoren-9-yl)methyl((2R,3S)-3-(tert-butoxy)-1-hydroxybutan-2-yl)carbamate), ClC1=NC=CC(=N1)Cl (2,4-dichloropyrimidine), N1CCCCC1 (piperidine). Solvent: CCOC(=O)C.CCCCCCC (EtOAc Heptane), O (water), C(C)#N (acetonitrile). The product is C(C)(C)(C)O[C@H]([C@@H](CO)NC1=NC(=NC=C1)Cl)C ((2R,3S)-3-(tert-butoxy)-2-((2-chloropyrimidin-4-yl)amino)butan-1-ol). Yield: 53.5%. As a reaction SMILES: C1C2C(OC(=O)[N:16]([CH3:27])[C@@H:17]([C@@H:20]([O:22][C:23]([CH3:26])([CH3:25])[CH3:24])[CH3:21])[CH2:18][OH:19])C3C(=CC=CC=3)C=2C=CC=1.N1CCCCC1.[Cl:35][C:36]1[N:41]=C(Cl)[CH:39]=[CH:38][N:37]=1.CCN(C(C)C)C(C)C>O.CCOC(C)=O.CCCCCCC.C(#N)C>[C:23]([O:22][C@@H:20]([CH3:21])[C@H:17]([NH:16][C:27]1[CH:39]=[CH:38][N:37]=[C:36]([Cl:35])[N:41]=1)[CH2:18][OH:19])([CH3:24])([CH3:25])[CH3:26] |f:5.6|. Reported procedure: To a round bottom flask with stir bar was added (9H-fluoren-9-yl)methyl((2R,3S)-3-(tert-butoxy)-1-hydroxybutan-2-yl)carbamate (4.7 g, 12.3 mmol) and acetonitrile (100 mL) followed by the addition of piperidine (1.8 mL, 18.4 mmol). The flask was capped and stirred for 18 hr at room temperature. The volatiles were then removed. A white solid develops which contains the amino alcohol product and the fmoc deprotection by products. Solids were redissolved in acetonitrile (50 ml)(some of the fmoc poly... The reactants are CC1(C(=NC=2C=CC3=C(C12)C=CC=C3)C)C (1,1,2-Trimethyl-1H-benz[e]indole), OS(=O)(=O)O (H2SO4), ice. The solvent is [OH-].[Na+] (NaOH). Reaction conditions: temperature 180 celsius. The product is S(=O)(=O)(O)C1=CC2=C(C=3C(C(=NC3C=C2)C)(C)C)C=C1 (7-Sulfo-1,1,2-trimethyl-1H-benz[e]indole). RXN SMILES: [CH3:1][C:2]1([CH3:16])[C:10]2[C:9]3[CH:11]=[CH:12][CH:13]=[CH:14][C:8]=3[CH:7]=[CH:6][C:5]=2[N:4]=[C:3]1[CH3:15].[OH:17][S:18](O)(=[O:20])=[O:19]>[OH-].[Na+]>[S:18]([C:13]1[CH:12]=[CH:11][C:9]2[C:10]3[C:2]([CH3:16])([CH3:1])[C:3]([CH3:15])=[N:4][C:5]=3[CH:6]=[CH:7][C:8]=2[CH:14]=1)([OH:20])(=[O:19])=[O:17] |f:2.3|. Reported procedure: 1,1,2-Trimethyl-1H-benz[e]indole, 100 g. was added with stirring to 500 mL of concentrated H2SO4. The mixture was heated at 180° C. for 1/2 h, cooled to 60° C. and poured onto 2 Kg ice. Cautionsly 500 ml of 50% aqueous NaOH was added. After 24 hours at room temperature the solid was filtered off, and 500 mL of saturated aqueous Na2SO4 was added. The resulting solid precipitate was collected, added to the previously filtered solid, and recrystallized from 2 L of H2O. Yield 25 g after overnight va... Starting materials: O=C1CCC(=O)N1Br, ClC(Cl)(Cl)Cl, Cc1cccc(CC(=O)O)c1. Product: O=C(O)Cc1cccc(CBr)c1. As a reaction SMILES: [Br:12][N:13]1[C:14](=[O:15])[CH2:16][CH2:17][C:18]1=[O:19].[C:20]([Cl:21])([Cl:22])([Cl:23])[Cl:24].[c:1]1([CH3:11])[cH:2][c:3]([CH2:7][C:8](=[O:9])[OH:10])[cH:4][cH:5][cH:6]1>>[c:1]1([CH2:11][Br:12])[cH:2][c:3]([CH2:7][C:8](=[O:9])[OH:10])[cH:4][cH:5][cH:6]1. Reactants: OC1=C(C(=O)C2=C(C=C(C=C2)O)O)C=CC(=C1)O (2,2′,4,4′-tetrahydroxybenzophenone), C(C)(=O)[O-].[Na+] (sodium acetate), Cl.ClC=1C=C(C=CC1)NN (3-chlorophenylhydrazine hydrochloride). The product is ClC=1C=C(C=CC1)N1N=C(C2=CC=C(C=C12)O)C1=C(C=C(C=C1)O)O (4-[1-(3-chlorophenyl)-6-hydroxy-1H-indazol-3-yl]benzene-1,3-diol). The yield is 87.9%. As a reaction SMILES: O[C:2]1[CH:17]=[C:16]([OH:18])[CH:15]=[CH:14][C:3]=1[C:4]([C:6]1[CH:11]=[CH:10][C:9]([OH:12])=[CH:8][C:7]=1[OH:13])=O.C([O-])(=O)C.[Na+].Cl.[Cl:25][C:26]1[CH:27]=[C:28]([NH:32][NH2:33])[CH:29]=[CH:30][CH:31]=1>>[Cl:25][C:26]1[CH:27]=[C:28]([N:32]2[C:2]3[C:3](=[CH:14][CH:15]=[C:16]([OH:18])[CH:17]=3)[C:4]([C:6]3[CH:11]=[CH:10][C:9]([OH:12])=[CH:8][C:7]=3[OH:13])=[N:33]2)[CH:29]=[CH:30][CH:31]=1 |f:1.2,3.4|. Reported procedure: Prepared according to Method B from 2,2′,4,4′-tetrahydroxybenzophenone (2.46 g, 10 mmol), sodium acetate (0.82 g, 10 mmol) and 3-chlorophenylhydrazine hydrochloride (1.97 g, 11 mmol) to give 3.1 g of product as a tan solid Crystallized from EtOAc/hexane to give 1.4 g of an off-white solid (mp 228–230° C.).